Dataset: the Open Reaction Database (ORD), a public repository of structured organic reaction records. Task: describe an organic reaction: reactants, conditions, products, and yield Starting materials: [F-].[Na+] (sodium fluoride), C1(=CC=CC=C1)C1CCN(CC1)CC(=CCN(S(=O)(=O)C1=CC=CC=C1)C)[Sn](CCCC)(CCCC)CCCC (N-[4-(4-phenylpiperidin-1-yl)-3-tributylstannylbut-2-en-1-yl]-N-methylbenzenesulfonamide), C([O-])([O-])=O.[K+].[K+] (potassium carbonate), BrC1=CC=CC=C1 (bromobenzene). The reagents and catalysts are Cl[Pd]([P](C1=CC=CC=C1)(C2=CC=CC=C2)C3=CC=CC=C3)([P](C4=CC=CC=C4)(C5=CC=CC=C5)C6=CC=CC=C6)Cl (dichlorobis(triphenylphosphine)-palladium (II)). The solvent is CN1C(CCC1)=O (N-methylpyrrolidinone). Conditions: temperature 70 celsius. Product: C1(=CC=CC=C1)C(=CCN(S(=O)(=O)C1=CC=CC=C1)C)CN1CCC(CC1)C1=CC=CC=C1 (N-[3-Phenyl-4-(4-phenylpiperidin-1-yl)but-2-en-1-yl]-N-methylbenzenesulfonamide). The yield is 70.4%. As a reaction SMILES: [C:1]1([CH:7]2[CH2:12][CH2:11][N:10]([CH2:13][C:14]([Sn](CCCC)(CCCC)CCCC)=[CH:15][CH2:16][N:17]([CH3:27])[S:18]([C:21]3[CH:26]=[CH:25][CH:24]=[CH:23][CH:22]=3)(=[O:20])=[O:19])[CH2:9][CH2:8]2)[CH:6]=[CH:5][CH:4]=[CH:3][CH:2]=1.C(=O)([O-])[O-].[K+].[K+].Br[C:48]1[CH:53]=[CH:52][CH:51]=[CH:50][CH:49]=1.[F-].[Na+]>CN1CCCC1=O.Cl[Pd](Cl)([P](C1C=CC=CC=1)(C1C=CC=CC=1)C1C=CC=CC=1)[P](C1C=CC=CC=1)(C1C=CC=CC=1)C1C=CC=CC=1>[C:48]1([C:14]([CH2:13][N:10]2[CH2:11][CH2:12][CH:7]([C:1]3[CH:6]=[CH:5][CH:4]=[CH:3][CH:2]=3)[CH2:8][CH2:9]2)=[CH:15][CH2:16][N:17]([CH3:27])[S:18]([C:21]2[CH:26]=[CH:25][CH:24]=[CH:23][CH:22]=2)(=[O:20])=[O:19])[CH:53]=[CH:52][CH:51]=[CH:50][CH:49]=1 |f:1.2.3,5.6,^1:65,84|. Procedure: To 250 mg (0.37 mmol) of N-[4-(4-phenylpiperidin-1-yl)-3-tributylstannylbut-2-en-1-yl]-N-methylbenzenesulfonamide from Example 21, Step B (isomeric higher Rf product) in 0.5 mL of N-methylpyrrolidinone under argon was added 75 mg (0.55 mmol) of potassium carbonate, 8 mg (2% cat) of dichlorobis(triphenylphosphine)-palladium (II) and 90 mg (0.55 mmol) of bromobenzene. The mixture was heated at 70° C. for 24 h, cooled, treated with aqueous sodium fluoride for 10 min, and partitioned between water a... The reactants are Cl.NO (hydroxylamine hydrochloride), [OH-].[Na+] (NaOH), C(C=CC1=CC=CC=C1)#N (cinnamonitrile). Run in C(C)O (ethanol). Run at time 30 minute. Yields the product ONC(\C=C\C1=CC=CC=C1)=N ((2E)-N-Hydroxy-3-phenyl-2-propenimidamide). Reaction SMILES: Cl.[NH2:2][OH:3].[OH-].[Na+].[C:6](#[N:15])[CH:7]=[CH:8][C:9]1[CH:14]=[CH:13][CH:12]=[CH:11][CH:10]=1>C(O)C>[OH:3][NH:2][C:6](=[NH:15])/[CH:7]=[CH:8]/[C:9]1[CH:14]=[CH:13][CH:12]=[CH:11][CH:10]=1 |f:0.1,2.3|. Reported procedure: To a solution of hydroxylamine hydrochloride (690 mg, 10 mmol) in ethanol was added NaOH (400 mg, 10 mmol), followed by cinnamonitrile (1.3 g, 10 mmol). This mixture was heated to reflux for 16 h. The ethanol was removed in vacuo, the residue was acidified with 3M HCl (5 mL) and the solution was boiled for 30 minutes. The cooled solution was made basic (pH 8) with NH4OH, and partitioned between water and ethyl acetate. The organics were concentrated to give a sticky white mass which was used wit...